Dataset: the Open Reaction Database (ORD), a public repository of structured organic reaction records. Task: describe an organic reaction: reactants, conditions, products, and yield Reactants: CO, Clc1ccc2c(Cl)ccnc2c1, COC(=O)c1ccc(N)cc1. The product is Cl, COC(=O)c1ccc(Nc2ccnc3cc(Cl)ccc23)cc1. RXN SMILES: [CH3:24][OH:25].[Cl:1][c:2]1[cH:3][cH:4][n:5][c:6]2[cH:7][c:8]([Cl:12])[cH:9][cH:10][c:11]12.[NH2:13][c:14]1[cH:15][cH:16][c:17]([C:18](=[O:19])[O:20][CH3:21])[cH:22][cH:23]1>>[ClH:1].[c:2]1([NH:13][c:14]2[cH:15][cH:16][c:17]([C:18](=[O:19])[O:20][CH3:21])[cH:22][cH:23]2)[cH:3][cH:4][n:5][c:6]2[cH:7][c:8]([Cl:12])[cH:9][cH:10][c:11]12. Starting materials: CC1=CC=C2C(N3C(=NC2=C1)CCCCC3)=S (3-methyl-7,8,9,10-tetrahydroazepino[2,1-b]quinazoline-12(6H)-thione). Reagents/catalysts: [Ni] (Raney nickel). Solvent: O1CCCC1 (tetrahydrofuran). Yields the product CC1=CC=C2CN3C(=NC2=C1)CCCCC3 (3-Methyl-6,7,8,9,10,12-hexahydroazepino[2,1-b]quinazoline). RXN SMILES: [CH3:1][C:2]1[CH:11]=[C:10]2[C:5]([C:6](=S)[N:7]3[CH2:16][CH2:15][CH2:14][CH2:13][CH2:12][C:8]3=[N:9]2)=[CH:4][CH:3]=1>O1CCCC1.[Ni]>[CH3:1][C:2]1[CH:11]=[C:10]2[C:5]([CH2:6][N:7]3[CH2:16][CH2:15][CH2:14][CH2:13][CH2:12][C:8]3=[N:9]2)=[CH:4][CH:3]=1. Procedure: To a mechanically stirred solution of 5 g of 3-methyl-7,8,9,10-tetrahydroazepino[2,1-b]quinazoline-12(6H)-thione in 150 mL of boiling tetrahydrofuran was added in small portions wet Raney nickel (W-2, Davison Chemical, Chattanooga, Tenn.). The progress of the reaction was followed by TLC. When the reaction was complete, the mixture was filtered, solids on the filter were washed thoroughly with tetrahydrofuran and the filtrate was concentrated down. The rest of the workup was identical to that de... Starting materials: FC1=CC2=C(C(=NO2)C2CCNCC2)C=C1 (6-fluoro-3-(4-piperidinyl)-1,2-benzisoxazole), C(=O)([O-])[O-].[K+].[K+] (K2CO3), CS(=O)(=O)OCC1COC2=C(O1)C=CC=C2 (2-methanesulfonyloxymethyl-1,4-benzodioxan). Run in C(C)#N (acetonitrile). Yields the product FC1=CC2=C(C(=NO2)C2CCN(CC2)CC2COC3=C(O2)C=CC=C3)C=C1 (2-[4-(6-fluoro-1,2-benzisoxazol-3-yl)-1-piperidinyl]methyl-1,4-benzodioxan). RXN SMILES: [F:1][C:2]1[CH:16]=[CH:15][C:5]2[C:6]([CH:9]3[CH2:14][CH2:13][NH:12][CH2:11][CH2:10]3)=[N:7][O:8][C:4]=2[CH:3]=1.C([O-])([O-])=O.[K+].[K+].CS(O[CH2:28][CH:29]1[O:34][C:33]2[CH:35]=[CH:36][CH:37]=[CH:38][C:32]=2[O:31][CH2:30]1)(=O)=O>C(#N)C>[F:1][C:2]1[CH:16]=[CH:15][C:5]2[C:6]([CH:9]3[CH2:10][CH2:11][N:12]([CH2:28][CH:29]4[O:34][C:33]5[CH:35]=[CH:36][CH:37]=[CH:38][C:32]=5[O:31][CH2:30]4)[CH2:13][CH2:14]3)=[N:7][O:8][C:4]=2[CH:3]=1 |f:1.2.3|. Procedure: A stirred mixture of 6-fluoro-3-(4-piperidinyl)-1,2-benzisoxazole (3.0 g, 13.6 mmol), K2CO3 (2.45 g, 17.7 mmol), 2-methanesulfonyloxymethyl-1,4-benzodioxan (3.35 g, 13.7 mmole) in acetonitrile (100 ml) was heated at reflux for 12 hours. At the end of the reaction, the insolubles were filtered and rinsed with dichloromethane. The organic solution was concentrated. The crude oil was purified by flash chromatography on a silica gel column. The fractions containing the pure product were pooled and c... The product is Cl.Cl.FC=1C=C(C=CC1OC1=C2C(=NC=C1)C=C(S2)C=2N=CN(C2)C)NC(=O)NC(CC2=CC=CC=C2)=O (N-(3-Fluoro-4-(2-(1-methyl-1H-imidazol-4-yl)thieno[3,2-b]pyridin-7-yloxy)phenyl carbamoyl)-2-phenylacetamide dihydrochloride). As a reaction SMILES: [F:1][C:2]1[CH:3]=[C:4]([NH2:24])[CH:5]=[CH:6][C:7]=1[O:8][C:9]1[CH:14]=[CH:13][N:12]=[C:11]2[CH:15]=[C:16]([C:18]3[N:19]=[CH:20][N:21]([CH3:23])[CH:22]=3)[S:17][C:10]=12.[ClH:25].FC1C=C(N[C:51]([NH:53][C:54](=[O:62])[CH2:55][C:56]2[CH:61]=[CH:60][CH:59]=[CH:58][CH:57]=2)=[O:52])C=CC=1OC1C=CN=C2C=C(C(N3CCCC3)=O)SC=12>>[ClH:25].[ClH:25].[F:1][C:2]1[CH:3]=[C:4]([NH:24][C:51]([NH:53][C:54](=[O:62])[CH2:55][C:56]2[CH:57]=[CH:58][CH:59]=[CH:60][CH:61]=2)=[O:52])[CH:5]=[CH:6][C:7]=1[O:8][C:9]1[CH:14]=[CH:13][N:12]=[C:11]2[CH:15]=[C:16]([C:18]3[N:19]=[CH:20][N:21]([CH3:23])[CH:22]=3)[S:17][C:10]=12 |f:1.2,3.4.5|. Yield: 54.0%. Starting materials: FC=1C=C(C=CC1OC1=C2C(=NC=C1)C=C(S2)C=2N=CN(C2)C)N (3-Fluoro-4-(2-(1-methyl-1H-imidazol-4-yl)thieno[3,2-b]pyridin-7-yloxy)benzenamine), Cl.FC=1C=C(C=CC1OC1=C2C(=NC=C1)C=C(S2)C(=O)N2CCCC2)NC(=O)NC(CC2=CC=CC=C2)=O (N-(3-Fluoro-4-(2-(pyrrolidine-1-carbonyl)thieno[3,2-b]pyridin-7-yloxy)phenyl carbamoyl)-2-phenylacetamide hydrochloride). Procedure details: Starting from the compound 177 (scheme 35) and following the procedure described above for the synthesis of compound 305a, title compound 305c was obtained in 54% yield as a white solid. 1H NMR (d-DMSO) δ (ppm): 11.08(s, 1H), 10.67(s, 1H), 8.66 (d, 1H, J=6.2 Hz), 8.26(s, 1H), 8.21(s, 1H), 7.93(s, 1H), 7.85(dd, 1H, J1=12.9 Hz, J2=2.5 Hz), 7.53(t, 1H, J=8.8 Hz), 7.65(s, 1H), 7.48-7.45(m, 1H), 7.35-7.30(m, 4H), 7.28-7.24(m, 1H), 6.94(d, 1H, J=6.1 Hz), 3.79(s, 3H), 3.75(s, 2H). MS (m/z): 502.1(M+H) ...